This data is from the Open Reaction Database (ORD), a public repository of structured organic reaction records. The task is: describe an organic reaction: reactants, conditions, products, and yield Starting materials: CCOC(=O)C(Cc1ccc(O)cc1)OCC, C1CCOC1, CCOC(=O)N=NC(=O)OCC, c1ccc(P(c2ccccc2)c2ccccc2)cc1, CC(=CCO)c1ccc(-c2ccccc2)cc1. Product: CCOC(=O)C(Cc1ccc(OCC=C(C)c2ccc(-c3ccccc3)cc2)cc1)OCC. As a reaction SMILES: [CH2:49]([CH3:50])[O:51][CH:52]([C:53](=[O:54])[O:55][CH2:56][CH3:57])[CH2:58][c:59]1[cH:60][cH:61][c:62]([OH:65])[cH:63][cH:64]1.[CH2:66]1[O:67][CH2:68][CH2:69][CH2:70]1.[O:1]=[C:2]([O:3][CH2:4][CH3:5])[N:6]=[N:7][C:8]([O:9][CH2:10][CH3:11])=[O:12].[c:13]1([P:14]([c:15]2[cH:16][cH:17][cH:18][cH:19][cH:20]2)[c:21]2[cH:22][cH:23][cH:24][cH:25][cH:26]2)[cH:27][cH:28][cH:29][cH:30][cH:31]1.[c:32]1(-[c:43]2[cH:44][cH:45][cH:46][cH:47][cH:48]2)[cH:33][cH:34][c:35]([C:38](=[CH:39][CH2:40][OH:41])[CH3:42])[cH:36][cH:37]1>>[c:32]1(-[c:43]2[cH:44][cH:45][cH:46][cH:47][cH:48]2)[cH:33][cH:34][c:35]([C:38](=[CH:39][CH2:40][O:41][c:62]2[cH:61][cH:60][c:59]([CH2:58][CH:52]([O:51][CH2:49][CH3:50])[C:53](=[O:54])[O:55][CH2:56][CH3:57])[cH:64][cH:63]2)[CH3:42])[cH:36][cH:37]1. The reactants are ClC1=C2N=C(N(C2=NC=N1)C1=CC=C(C=C1)Cl)C1=C(C=C(C=C1)Cl)Cl (6-Chloro-9-(4-chlorophenyl)-8-(2,4-dichlorophenyl)-9H-purine), CC(C)([O-])C.[K+] (potassium tert-butoxide). The solvent is O1CCCC1 (tetrahydrofuran). Reaction conditions: time 8 hour. The product is C(C)(C)(C)OC1=C2N=C(N(C2=NC=N1)C1=CC=C(C=C1)Cl)C1=C(C=C(C=C1)Cl)Cl (6-tert-Butoxy-9-(4-chlorophenyl)-8-(2,4-dichlorophenyl)-9H-purine). Reaction SMILES: Cl[C:2]1[N:10]=[CH:9][N:8]=[C:7]2[C:3]=1[N:4]=[C:5]([C:18]1[CH:23]=[CH:22][C:21]([Cl:24])=[CH:20][C:19]=1[Cl:25])[N:6]2[C:11]1[CH:16]=[CH:15][C:14]([Cl:17])=[CH:13][CH:12]=1.[CH3:26][C:27]([CH3:30])([O-:29])[CH3:28].[K+]>O1CCCC1>[C:27]([O:29][C:2]1[N:10]=[CH:9][N:8]=[C:7]2[C:3]=1[N:4]=[C:5]([C:18]1[CH:23]=[CH:22][C:21]([Cl:24])=[CH:20][C:19]=1[Cl:25])[N:6]2[C:11]1[CH:12]=[CH:13][C:14]([Cl:17])=[CH:15][CH:16]=1)([CH3:30])([CH3:28])[CH3:26] |f:1.2|. Reported procedure: 6-Chloro-9-(4-chlorophenyl)-8-(2,4-dichlorophenyl)-9H-purine I-(1A-1)d, potassium tert-butoxide (20 mg, 0.15 mmol) and tetrahydrofuran (1 ml) were combined and stirred overnight at ambient temperature. The reaction mixture was concentrated to dryness and the residue was extracted into ethyl acetate from saturated aqueous NaHCO3 solution. The organic layers were combined, dried (Na2SO4), filtered, and evaporated to dryness. The crude product was purified by chromatography on a preparative TLC pla...